This data is from the Open Reaction Database (ORD), a public repository of structured organic reaction records. The task is: describe an organic reaction: reactants, conditions, products, and yield The reactants are C(C)(C)(C)OC(=O)N1CCOC2=C1C=CC=C2C(O)C2=NC=C(C=C2N(COC)S(=O)(=O)C2=CC(=C(C=C2)Cl)C(F)(F)F)Cl (8-({5-chloro-3-[(4-chloro-3-trifluoromethyl-benzenesulfonyl)-methoxymethyl-amino]-pyridin-2-yl}-hydroxy-methyl)-2,3-dihydro-benzo[1,4]oxazine-4-carboxylic acid tert-butyl ester). Reagents/catalysts: O=[Mn]=O (MnO2). Run in O1CCOCC1 (dioxane). Run at temperature 80 celsius. The product is C(C)(C)(C)OC(=O)N1CCOC2=C1C=CC=C2C(=O)C2=NC=C(C=C2N(COC)S(=O)(=O)C2=CC(=C(C=C2)Cl)C(F)(F)F)Cl (8-{5-chloro-3-[(4-chloro-3-trifluoromethyl-benzenesulfonyl)-methoxymethyl-amino]-pyridine-2-carbonyl}-2,3-dihydro-benzo[1,4]oxazine-4-carboxylic acid tert-butyl ester). The yield is 82.9%. RXN SMILES: [C:1]([O:5][C:6]([N:8]1[C:13]2[CH:14]=[CH:15][CH:16]=[C:17]([CH:18]([C:20]3[C:25]([N:26]([S:30]([C:33]4[CH:38]=[CH:37][C:36]([Cl:39])=[C:35]([C:40]([F:43])([F:42])[F:41])[CH:34]=4)(=[O:32])=[O:31])[CH2:27][O:28][CH3:29])=[CH:24][C:23]([Cl:44])=[CH:22][N:21]=3)[OH:19])[C:12]=2[O:11][CH2:10][CH2:9]1)=[O:7])([CH3:4])([CH3:3])[CH3:2]>O1CCOCC1.O=[Mn]=O>[C:1]([O:5][C:6]([N:8]1[C:13]2[CH:14]=[CH:15][CH:16]=[C:17]([C:18]([C:20]3[C:25]([N:26]([S:30]([C:33]4[CH:38]=[CH:37][C:36]([Cl:39])=[C:35]([C:40]([F:43])([F:41])[F:42])[CH:34]=4)(=[O:32])=[O:31])[CH2:27][O:28][CH3:29])=[CH:24][C:23]([Cl:44])=[CH:22][N:21]=3)=[O:19])[C:12]=2[O:11][CH2:10][CH2:9]1)=[O:7])([CH3:4])([CH3:2])[CH3:3]. Procedure details: To a solution of 8-({5-chloro-3-[(4-chloro-3-trifluoromethyl-benzenesulfonyl)-methoxymethyl-amino]-pyridin-2-yl}-hydroxy-methyl)-2,3-dihydro-benzo[1,4]oxazine-4-carboxylic acid tert-butyl ester (562.7 mg, 0.91 mmol) in dioxane (4 mL) was added preactivated MnO2 (932.9 mg, 9.12 mmol), and the resulted mixture was heated at 80° C. for two hour. The resulted mixture was cooled to r.t., and filtered. The solid was washed with EtOAc (20 mL×3). EtOAc washing solution was combined with dioxane filtrate... The reactants are I(=O)(=O)(=O)[O-].[Na+] (Sodium periodate), Cl (HCl), COC1=CC(=C2C=CN(C2=C1)S(=O)(=O)C1=CC=CC=C1)C=C (6-Methoxy-1-(phenylsulfonyl)-4-vinyl-1H-indole), COC1=CC(=C2C=CN(C2=C1)S(=O)(=O)C1=CC=CC=C1)C=C (6-Methoxy-1-(phenylsulfonyl)-4-vinyl-1H-indole), N1=C(C=CC=C1C)C (2,6-lutidine). Reagents/catalysts: [Os](=O)(=O)(=O)=O (Osmium tetraoxide). Solvent: O (water), O1CCOCC1 (dioxane), ClCCl (dichloromethane). Product: COC=1C=C(C=2C=CN(C2C1)S(=O)(=O)C1=CC=CC=C1)C=O (6-Methoxy-1-(phenylsulfonyl)-1H-indole-4-carbaldehyde). The yield is 144.5%. As a reaction SMILES: [CH3:1][O:2][C:3]1[CH:11]=[C:10]2[C:6]([CH:7]=[CH:8][N:9]2[S:12]([C:15]2[CH:20]=[CH:19][CH:18]=[CH:17][CH:16]=2)(=[O:14])=[O:13])=[C:5]([CH:21]=C)[CH:4]=1.N1C(C)=CC=CC=1C.I([O-])(=O)(=O)=[O:32].[Na+].Cl>O1CCOCC1.O.[Os](=O)(=O)(=O)=O.ClCCl>[CH3:1][O:2][C:3]1[CH:4]=[C:5]([CH:21]=[O:32])[C:6]2[CH:7]=[CH:8][N:9]([S:12]([C:15]3[CH:20]=[CH:19][CH:18]=[CH:17][CH:16]=3)(=[O:13])=[O:14])[C:10]=2[CH:11]=1 |f:2.3|. Reported procedure: 6-Methoxy-1-(phenylsulfonyl)-4-vinyl-1H-indole (0.27 g, 0.9 mmol; Intermediate 33) was dissolved in dioxane (24 mL) and 2,6-lutidine (0.2 mL, 1.7 mmol) was added. Osmium tetraoxide (0.011 g, 0.04 mmol) was added and after 15 min of stirring did the mixture change colour to black. Sodium periodate (0.74 g, 3.4 mmol) dissolved in water (8 mL, warmed to dissolve) was added and a precipitation started to form. After 1 h of stirring at rt was the mixture portioned between 2N HCl and dichloromethane. ... The reactants are BrCCCN1C=CC2=CC=CC=C12 (1-(3-bromopropyl)indole), solution, CN (methylamine). The solvent is C(C)O (ethanol). Reaction conditions: time 6 hour. Yields the product CNCCCN1C=CC2=CC=CC=C12 (1-(3-methylaminopropyl)indole). Reaction SMILES: Br[CH2:2][CH2:3][CH2:4][N:5]1[C:13]2[C:8](=[CH:9][CH:10]=[CH:11][CH:12]=2)[CH:7]=[CH:6]1.[CH3:14][NH2:15]>C(O)C>[CH3:14][NH:15][CH2:2][CH2:3][CH2:4][N:5]1[C:13]2[C:8](=[CH:9][CH:10]=[CH:11][CH:12]=2)[CH:7]=[CH:6]1. Reported procedure: 3 g of 1-(3-bromopropyl)indole were treated with a 33% solution of methylamine in ethanol. The resulting solution was stirred for 6 hours. The solvent was evaporated and the residue was dissolved in 50 ml of dichloromethane and washed with a saturated sodium bicarbonate solution. The organic phase was dried and evaporated to give 2.30 g of 1-(3-methylaminopropyl)indole. Reactants: CN1C(C(=C(C2=CC=C(N=C12)C)O)C(=O)OCC)=O (1,2-dihydro-1,7-dimethyl-4-hydroxy-2-oxo-1,8-naphthyridine-3-carboxylic acid, ethyl ester), S(=O)(Cl)Cl (thionyl chloride). The product is ClC1=C(C(N(C2=NC(=CC=C12)C)C)=O)C(=O)OCC (4-chloro-1,2-dihydro-1,7-dimethyl-2-oxo-1,8-naphthyridine-3-carboxylic acid, ethyl ester). Reaction SMILES: [CH3:1][N:2]1[C:11]2[C:6](=[CH:7][CH:8]=[C:9]([CH3:12])[N:10]=2)[C:5](O)=[C:4]([C:14]([O:16][CH2:17][CH3:18])=[O:15])[C:3]1=[O:19].S(Cl)([Cl:22])=O>>[Cl:22][C:5]1[C:6]2[C:11](=[N:10][C:9]([CH3:12])=[CH:8][CH:7]=2)[N:2]([CH3:1])[C:3](=[O:19])[C:4]=1[C:14]([O:16][CH2:17][CH3:18])=[O:15]. Procedure: A stirred mixture of 1 g. of 1,2-dihydro-1,7-dimethyl-4-hydroxy-2-oxo-1,8-naphthyridine-3-carboxylic acid, ethyl ester in 25 ml. of thionyl chloride was heated under reflux for 5 hours. The thionyl chloride was removed in a rotary evaporator and the residue was triturated with 10 ml. of ethyl acetate. The insoluble material was collected to give 0.8 g. of material. A small amount of this solid was recrystallized from ethyl acetate to give the analytical sample, m.p. 180°-184° C. of 4-chloro-1,2-... The reactants are C1(=CC=C(C=C1)S(=O)(=O)NC1CC2=CC=C(C=C2C1)C(=CC(=O)OCC)C=1C=NC=CC1)C (ethyl 3-(2-(4-toluenesulphonylamino)indan-5-yl)-3-(3-pyridyl)-prop-2-enoate). Run in C(C)O (ethanol), 15N sodium hydroxide. Yields the product C1(=CC=C(C=C1)S(=O)(=O)NC1CC2=CC=C(C=C2C1)C(=CC(=O)O)C=1C=NC=CC1)C (3-(2-(4-Toluenesulphonylamino)indan-5-yl)-3-(3-pyridyl)-prop-2-enoic acid). As a reaction SMILES: [C:1]1([CH3:33])[CH:6]=[CH:5][C:4]([S:7]([NH:10][CH:11]2[CH2:19][C:18]3[C:13](=[CH:14][CH:15]=[C:16]([C:20]([C:27]4[CH:28]=[N:29][CH:30]=[CH:31][CH:32]=4)=[CH:21][C:22]([O:24]CC)=[O:23])[CH:17]=3)[CH2:12]2)(=[O:9])=[O:8])=[CH:3][CH:2]=1>C(O)C>[C:1]1([CH3:33])[CH:2]=[CH:3][C:4]([S:7]([NH:10][CH:11]2[CH2:19][C:18]3[C:13](=[CH:14][CH:15]=[C:16]([C:20]([C:27]4[CH:28]=[N:29][CH:30]=[CH:31][CH:32]=4)=[CH:21][C:22]([OH:24])=[O:23])[CH:17]=3)[CH2:12]2)(=[O:8])=[O:9])=[CH:5][CH:6]=1. Procedure: 4.2 g of ethyl 3-(2-(4-toluenesulphonylamino)indan-5-yl)-3-(3-pyridyl)-prop-2-enoate are refluxed for 30 minutes in 40 ml of ethanol and 1.5 ml of 15N sodium hydroxide solution. Then the cooled solution is washed 3 times with 50 ml of methylene chloride and then acidified. The precipitate formed is washed, dried and then recrystallised from n-butanol. Reactants: 2-chloro, alcohol, [I-].[K+].I(=O)(=O)[O-].[K+] (potassium iodide potassium iodate), [H-].C(C(C)C)[Al+]CC(C)C (diisobutylaluminum hydride), CS(=O)(=O)C1=NC=C(C=C1)S(=O)(=O)C (2,5-bis(methylsulfonyl)pyridine), S(O)(O)(=O)=O (sulfuric acid), iodo, ketone, alcohol, 2-chloropyridines. Yields the product IC=1C(NC=C(C1)S(=O)(=O)C)=O (3-iodo-5-(methylsulfonyl)-2(1H)-pyridinone). Reaction SMILES: [H-].C([Al+]CC(C)C)C(C)C.CS([C:15]1[CH:20]=[CH:19][C:18]([S:21]([CH3:24])(=[O:23])=[O:22])=[CH:17][N:16]=1)(=O)=O.S(=O)(=O)(O)[OH:26].[I-:30].[K+].I([O-])(=O)=O.[K+]>>[I:30][C:20]1[C:15](=[O:26])[NH:16][CH:17]=[C:18]([S:21]([CH3:24])(=[O:23])=[O:22])[CH:19]=1 |f:0.1,4.5.6.7|. Procedure: In what could be considered as a variation of scheme III, a Heck reaction could be carried out using ethenyl alcohol V and 2-chloro-3-iodo-5-(methylsulfonyl)pyridine to give a ketone analogous to VI except that the methoxy group is replaced by a 2-chloro. This ketone would then be reduced to the corresponding alcohol using diisobutylaluminum hydride at low temperature and the resulting alcohol would be cyclized as described earlier for 2-chloropyridines. The necessary iodo compound used in this ... The yield is 68.9%. Starting materials: C(C)=O (Acetaldehyde), CNC(=O)C=1SC=CC1NC1=NC(=NC=C1Cl)NC=1C=CC2=C(N(C(CNC2)=O)CC)C1 (3-[5-chloro-2-(1-ethyl-2-oxo-2,3,4,5-tetrahydro-1H-benzo[e][1,4]diazepin-8-ylamino)-pyrimidin-4-ylamino]-thiophene-2-carboxylic acid methylamide), C(C)(=O)O[BH-](OC(C)=O)OC(C)=O.[Na+] (sodium triacetoxyborohydride). Procedure details: Acetaldehyde (20 mg, 0.45 mmol) was added to a solution of 3-[5-chloro-2-(1-ethyl-2-oxo-2,3,4,5-tetrahydro-1H-benzo[e][1,4]diazepin-8-ylamino)-pyrimidin-4-ylamino]-thiophene-2-carboxylic acid methylamide (42.5 mg, 0.09 mmol) in THF:DCE (1:2) at 0° C. After 15 minutes, 100 mg of sodium triacetoxyborohydride was added and the mixture was stirred for 2 hours at 0° C. and 1 hour at room temperature. Evaporation and chromatography on preparative TLC with methylene chloride and methanol (100:7) gave 3... Yields the product CNC(=O)C=1SC=CC1NC1=NC(=NC=C1Cl)NC=1C=CC2=C(N(C(CN(C2)CC)=O)CC)C1 (3-[5-chloro-2-(1,4-diethyl-2-oxo-2,3,4,5-tetrahydro-1H-benzo[e][1,4]diazepin-8-ylamino)-pyrimidin-4-ylamino]-thiophene-2-carboxylic acid methylamide). As a reaction SMILES: [CH:1](=O)[CH3:2].[CH3:4][NH:5][C:6]([C:8]1[S:9][CH:10]=[CH:11][C:12]=1[NH:13][C:14]1[C:19]([Cl:20])=[CH:18][N:17]=[C:16]([NH:21][C:22]2[CH:23]=[CH:24][C:25]3[CH2:31][NH:30][CH2:29][C:28](=[O:32])[N:27]([CH2:33][CH3:34])[C:26]=3[CH:35]=2)[N:15]=1)=[O:7].C(O[BH-](OC(=O)C)OC(=O)C)(=O)C.[Na+]>C1COCC1.ClCCCl>[CH3:4][NH:5][C:6]([C:8]1[S:9][CH:10]=[CH:11][C:12]=1[NH:13][C:14]1[C:19]([Cl:20])=[CH:18][N:17]=[C:16]([NH:21][C:22]2[CH:23]=[CH:24][C:25]3[CH2:31][N:30]([CH2:1][CH3:2])[CH2:29][C:28](=[O:32])[N:27]([CH2:33][CH3:34])[C:26]=3[CH:35]=2)[N:15]=1)=[O:7] |f:2.3,4.5|. The solvent is C1CCOC1.ClCCCl (THF DCE). Conditions: temperature 0 celsius, time 15 minute. Yields the product c1ccc(-n2ccnc2-c2ccccn2)cc1. Reactants: O=C([O-])[O-], [Cs+], [Cs+], [Cu], Ic1ccccc1, CN(C)C=O, c1ccc(-c2ncc[nH]2)nc1. RXN SMILES: [C:19](=[O:20])([O-:21])[O-:22].[Cs+:23].[Cs+:24].[Cu:30].[I:12][c:13]1[cH:14][cH:15][cH:16][cH:17][cH:18]1.[O:25]=[CH:26][N:27]([CH3:28])[CH3:29].[n:1]1[c:2](-[c:7]2[nH:8][cH:9][cH:10][n:11]2)[cH:3][cH:4][cH:5][cH:6]1>>[n:1]1[c:2](-[c:7]2[n:8][cH:9][cH:10][n:11]2-[c:13]2[cH:14][cH:15][cH:16][cH:17][cH:18]2)[cH:3][cH:4][cH:5][cH:6]1. Starting materials: C[N+]1([O-])CCOCC1, CC#N, CC(C)C1C(O)CCN1C(=O)OCc1ccccc1. The product is CC(C)C1C(=O)CCN1C(=O)OCc1ccccc1. RXN SMILES: [CH3:20][N+:21]1([O-:22])[CH2:23][CH2:24][O:25][CH2:26][CH2:27]1.[CH3:28][C:29]#[N:30].[OH:1][CH:2]1[CH:3]([CH:17]([CH3:18])[CH3:19])[N:4]([C:7](=[O:8])[O:9][CH2:10][c:11]2[cH:12][cH:13][cH:14][cH:15][cH:16]2)[CH2:5][CH2:6]1>>[O:1]=[C:2]1[CH:3]([CH:17]([CH3:18])[CH3:19])[N:4]([C:7](=[O:8])[O:9][CH2:10][c:11]2[cH:12][cH:13][cH:14][cH:15][cH:16]2)[CH2:5][CH2:6]1.